Dataset: the Open Reaction Database (ORD), a public repository of structured organic reaction records. Task: describe an organic reaction: reactants, conditions, products, and yield Reactants: CCC(CC)c1cc(C)nn2c(I)c(C)nc12, C1CCOC1, [Li]CCCC, Clc1csc2cccnc12. Yields the product CCC(CC)c1cc(C)nn2c(-c3sc4cccnc4c3Cl)c(C)nc12. RXN SMILES: [CH2:16]([CH3:17])[CH:18]([CH2:19][CH3:20])[c:21]1[c:22]2[n:23]([n:24][c:25]([CH3:27])[cH:26]1)[c:28]([I:32])[c:29]([CH3:31])[n:30]2.[CH2:33]1[O:34][CH2:35][CH2:36][CH2:37]1.[CH3:11][CH2:12][CH2:13][CH2:14][Li:15].[Cl:1][c:2]1[cH:3][s:4][c:5]2[c:6]1[n:7][cH:8][cH:9][cH:10]2>>[Cl:1][c:2]1[c:3](-[c:28]2[n:23]3[c:22]([c:21]([CH:18]([CH2:16][CH3:17])[CH2:19][CH3:20])[cH:26][c:25]([CH3:27])[n:24]3)[n:30][c:29]2[CH3:31])[s:4][c:5]2[c:6]1[n:7][cH:8][cH:9][cH:10]2. The reactants are [N+](=O)([O-])C=1C=C2CC(NC2=CC1)=O (5-nitro-2-indolinone), CCOC(C1=CC=CC=C1)(OCC)OCC (triethyl orthobenzoate), C(C)(=O)OC(C)=O (acetic anhydride), ether petroleum ether. Product: C(C)(=O)N1C(C(C2=CC(=CC=C12)[N+](=O)[O-])=C(C1=CC=CC=C1)OCC)=O (1-acetyl-3-(1-ethoxy-1-phenyl-methylidene)-5-nitro-2-indolinone). RXN SMILES: [N+:1]([C:4]1[CH:5]=[C:6]2[C:10](=[CH:11][CH:12]=1)[NH:9][C:8](=[O:13])[CH2:7]2)([O-:3])=[O:2].[CH3:14][CH2:15][O:16][C:17](OCC)(OCC)[C:18]1[CH:23]=[CH:22][CH:21]=[CH:20][CH:19]=1.[C:30](OC(=O)C)(=[O:32])[CH3:31]>>[C:30]([N:9]1[C:10]2[C:6](=[CH:5][C:4]([N+:1]([O-:3])=[O:2])=[CH:12][CH:11]=2)[C:7](=[C:17]([O:16][CH2:15][CH3:14])[C:18]2[CH:23]=[CH:22][CH:21]=[CH:20][CH:19]=2)[C:8]1=[O:13])(=[O:32])[CH3:31]. Procedure: 5.07 g (23 mmol) of 5-nitro-2-indolinone are stirred for 2.5 hours at 100° C. together with 15.5 g (69 mmol) of triethyl orthobenzoate in 50 ml of acetic anhydride. After cooling, 100 ml of ether/petroleum ether (1:1) are added. The precipitate formed is suction filtered, washed with ether/petroleum ether (1:1) and dried. Reactants: ClC1=NC=C(C(=O)NCC2=CC=C(C=C2)C#N)C=C1 (6-chloro-N-(4-cyanobenzyl)nicotinamide), NN (hydrazine), O (water). The solvent is C(C)(C)O (isopropanol). Yields the product C(#N)C1=CC=C(CNC(C2=CN=C(C=C2)NN)=O)C=C1 (N-(4-cyanobenzyl)-6-hydrazinylnicotinamide). Yield: 20.5%. As a reaction SMILES: Cl[C:2]1[CH:19]=[CH:18][C:5]([C:6]([NH:8][CH2:9][C:10]2[CH:15]=[CH:14][C:13]([C:16]#[N:17])=[CH:12][CH:11]=2)=[O:7])=[CH:4][N:3]=1.[NH2:20][NH2:21].O>C(O)(C)C>[C:16]([C:13]1[CH:14]=[CH:15][C:10]([CH2:9][NH:8][C:6](=[O:7])[C:5]2[CH:18]=[CH:19][C:2]([NH:20][NH2:21])=[N:3][CH:4]=2)=[CH:11][CH:12]=1)#[N:17]. Procedure details: Combined 6-chloro-N-(4-cyanobenzyl)nicotinamide (500 mg, 1.840 mmol) and hydrazine (0.578 mL, 18.40 mmol) in isopropanol (5 mL) and heated at 90° C. for 5 h. The supernatant was decanted and concentrated in vacuo to give a white solid which was stirred vigorously with water (ca. 10 mL) for 2 hours, then was filtered and the solid dried to give the title compound (batch 1, 101 mg) as a pink solid. The fine solids from the reaction (after supernatant was removed) was stirred vigorously with water ... Reactants: [Br-], CS(=O)(=O)OCC1COC(Cn2ccnc2)(c2ccc(Cl)cc2Cl)O1, CCCC[N+](CCCC)(CCCC)CCCC, Cc1ccccc1, [Na+], [OH-], O, COc1ccc(CCN2CCc3cc(O)ccc3C2)cc1. The product is COc1ccc(CCN2CCc3cc(OCC4COC(Cn5ccnc5)(c5ccc(Cl)cc5Cl)O4)ccc3C2)cc1. As a reaction SMILES: [Br-:50].[CH3:22][S:23]([O:24][CH2:27][CH:28]1[O:29][C:30]([CH2:33][n:34]2[cH:35][n:36][cH:37][cH:38]2)([c:39]2[c:40]([Cl:46])[cH:41][c:42]([Cl:45])[cH:43][cH:44]2)[O:31][CH2:32]1)(=[O:25])=[O:26].[CH3:51][CH2:52][CH2:53][CH2:54][N+:55]([CH2:56][CH2:57][CH2:58][CH3:59])([CH2:60][CH2:61][CH2:62][CH3:63])[CH2:64][CH2:65][CH2:66][CH3:67].[CH3:68][c:69]1[cH:70][cH:71][cH:72][cH:73][cH:74]1.[Na+:48].[OH-:47].[OH2:49].[OH:1][c:2]1[cH:3][c:4]2[c:9]([cH:10][cH:11]1)[CH2:8][N:7]([CH2:12][CH2:13][c:14]1[cH:15][cH:16][c:17]([O:20][CH3:21])[cH:18][cH:19]1)[CH2:6][CH2:5]2>>[O:1]([c:2]1[cH:3][c:4]2[c:9]([cH:10][cH:11]1)[CH2:8][N:7]([CH2:12][CH2:13][c:14]1[cH:15][cH:16][c:17]([O:20][CH3:21])[cH:18][cH:19]1)[CH2:6][CH2:5]2)[CH2:27][CH:28]1[O:29][C:30]([CH2:33][n:34]2[cH:35][n:36][cH:37][cH:38]2)([c:39]2[c:40]([Cl:46])[cH:41][c:42]([Cl:45])[cH:43][cH:44]2)[O:31][CH2:32]1.